From a dataset of the Open Reaction Database (ORD), a public repository of structured organic reaction records. describe an organic reaction: reactants, conditions, products, and yield Product: ClC=1C=C(C=CC1Cl)C=1C=C(C=NC1)CO ([5-(3,4-Dichloro-phenyl)-pyridine-3-yl]-methanol). Reported procedure: To a suspension of LiAlH4 (161 mg, 4.2 mmol) in THF (20 ml) at 0° C. was added dropwise 5-(3,4-dichloro-phenyl)-nicotinic acid methyl ester (2.0 g, 7.0 mmol) in THF (20 ml) and stirred for a further 2 h at this temperature. The reaction was quenched by careful addition of THF/H2O (9:1) and then dried directly with Na2SO4, filtered and the solvent was evaporated. The residue was chromatographed [silica, elution with CH2Cl2/(2M NH3 MeOH)=97:3] to afford the title compound (480 mg, 27%) as an orang... Reactants: [H-].[H-].[H-].[H-].[Li+].[Al+3] (LiAlH4), COC(C1=CN=CC(=C1)C1=CC(=C(C=C1)Cl)Cl)=O (5-(3,4-dichloro-phenyl)-nicotinic acid methyl ester). Reaction conditions: time 2 hour. As a reaction SMILES: [H-].[H-].[H-].[H-].[Li+].[Al+3].C[O:8][C:9](=O)[C:10]1[CH:15]=[C:14]([C:16]2[CH:21]=[CH:20][C:19]([Cl:22])=[C:18]([Cl:23])[CH:17]=2)[CH:13]=[N:12][CH:11]=1>C1COCC1>[Cl:23][C:18]1[CH:17]=[C:16]([C:14]2[CH:15]=[C:10]([CH2:9][OH:8])[CH:11]=[N:12][CH:13]=2)[CH:21]=[CH:20][C:19]=1[Cl:22] |f:0.1.2.3.4.5|. Isolated yield 27.0%. Solvent: C1CCOC1 (THF), C1CCOC1 (THF). Starting materials: C(=C)SC=C (vinyl sulfide), C1=C2C(=C(C(=C1I)O)I)OC3=C(C(=C(C=C3C24C5=C(C(=C(C(=C5Cl)Cl)Cl)Cl)C(=O)O4)I)O)I (Rose Bengal), O=O (oxygen), alkene, FC1=CC=C(C=C1)SC1(OOC12C1CC3CC(CC2C3)C1)C1=CC(=CC=C1)OC(C(C)(C)C)=O (4-(p-Fluorophenylthio)-4-(3-pivaloyloxyphenyl)spiro[1,2-dioxetane-3,2'tricyclo[3.3.1.13,7 ]decane]), O1OCC1 (dioxetane). Solvent: CO (CH3OH). Product: COC1(OOC12C1CC3CC(CC2C3)C1)C1=CC(=CC=C1)OC(C(C)(C)C)=O (4-Methoxy-4-(3-pivaloyloxyphenyl)spiro[1,2-dioxetane-3,2'-tricyclo-[3.3.1.13,7 ]decane]). Reaction SMILES: C(SC=C)=C.C1C(I)=[C:10]([OH:13])C(I)=C2OC3C(C4(OC(=O)C5C(Cl)=C(Cl)C(Cl)=C(Cl)C4=5)C=12)=CC(I)=C(O)C=3I.O=O.FC1C=CC(S[C:49]2([C:62]3[CH:67]=[CH:66][CH:65]=[C:64]([O:68][C:69](=[O:74])[C:70]([CH3:73])([CH3:72])[CH3:71])[CH:63]=3)[C:52]3([CH:59]4[CH2:60][CH:55]5[CH2:56][CH:57]([CH2:61][CH:53]3[CH2:54]5)[CH2:58]4)[O:51][O:50]2)=CC=1.O1CCO1>CO>[CH3:10][O:13][C:49]1([C:62]2[CH:67]=[CH:66][CH:65]=[C:64]([O:68][C:69](=[O:74])[C:70]([CH3:73])([CH3:71])[CH3:72])[CH:63]=2)[C:52]2([CH:53]3[CH2:54][CH:55]4[CH2:56][CH:57]([CH2:58][CH:59]2[CH2:60]4)[CH2:61]3)[O:51][O:50]1. Procedure details: The vinyl sulfide of Example 4(a) (0.051 g) was irradiated in 20 mL of CH3OH containing ca. 1 mg of Rose Bengal with continuous oxygen bubbling at -78° C. using a 1000 W Na lamp. When the alkene was shown by TLC to be completely consumed, iodine (0.096 g) and 1 mL of 30% H2O2 were added and the mixture warmed to room temperature. Progress of the reaction was monitored by the disappearance of dioxetane 4 by TLC (20% ethyl acetate in hexane) and the appearance of new bands which emitted blue light... Reactants: C(=O)C=1C=C(C=CC1C1=CC2=CC=C(C=C2C=C1)C1=CC=CC=C1)C1=CC=CC=C1 (2-(3-formylbiphenyl-4-yl)-6-phenylnapthalene), [Cl-].COC[P+](C1=CC=CC=C1)(C1=CC=CC=C1)C1=CC=CC=C1 ((methoxymethyl)triphenylphosphonium chloride), CC(C)([O-])C.[K+] (potassium-t-butoxide). Solvent: C1CCOC1 (THF), C(C)OCC (diethyl ether), C1CCOC1 (THF). Reaction conditions: time 2 hour. Yields the product C1(=CC=CC=C1)C=1C=C2C=CC=CC2=CC1 (6-phenylnaphthalene). Isolated yield 83.0%. As a reaction SMILES: [Cl-].COC[P+](C1C=CC=CC=1)(C1C=CC=CC=1)C1C=CC=CC=1.CC(C)([O-])C.[K+].C(C1C=C(C2C=CC=CC=2)C=CC=1[C:38]1[CH:47]=[CH:46][C:45]2[C:40](=[CH:41][CH:42]=[C:43]([C:48]3[CH:53]=[CH:52][CH:51]=[CH:50][CH:49]=3)[CH:44]=2)[CH:39]=1)=O>C1COCC1.C(OCC)C>[C:48]1([C:43]2[CH:44]=[C:45]3[C:40](=[CH:41][CH:42]=2)[CH:39]=[CH:38][CH:47]=[CH:46]3)[CH:53]=[CH:52][CH:51]=[CH:50][CH:49]=1 |f:0.1,2.3|. Reported procedure: In an atmosphere of argon, 823 g (2.40 mol) of (methoxymethyl)triphenylphosphonium chloride and 4 L of dehydrated diethyl ether were charged in a flask. Then, 2.4 L (2.40 mol) of a THF solution of 1M potassium-t-butoxide was added, and the resultant was stirred for 2 hours at room temperature. Then, 6 L of a THF dispersion of 370 g (961 mmol) of 2-(3-formylbiphenyl-4-yl)-6-phenylnapthalene was added dropwise, followed by stirring at room temperature for 17 hours. After the reaction, undissolved ... Reactants: COC(=O)CC1CN(C(=O)OC(C)(C)C)CCN1, CC(=O)[O-], CC(=O)[O-], OB(O)c1ccc(Cl)cc1, ClCCl, [Cu+2], c1ccncc1. Product: COC(=O)CC1CN(C(=O)OC(C)(C)C)CCN1c1ccc(Cl)cc1. As a reaction SMILES: [C:11]([CH3:12])([CH3:13])([CH3:14])[O:15][C:16](=[O:17])[N:18]1[CH2:19][CH:20]([CH2:24][C:25](=[O:26])[O:27][CH3:28])[NH:21][CH2:22][CH2:23]1.[C:38]([O-:39])(=[O:40])[CH3:41].[C:43]([O-:44])(=[O:45])[CH3:46].[Cl:1][c:2]1[cH:3][cH:4][c:5]([B:8]([OH:9])[OH:10])[cH:6][cH:7]1.[Cl:35][CH2:36][Cl:37].[Cu+2:42].[cH:29]1[cH:30][cH:31][n:32][cH:33][cH:34]1>>[Cl:1][c:2]1[cH:3][cH:4][c:5]([N:21]2[CH:20]([CH2:24][C:25](=[O:26])[O:27][CH3:28])[CH2:19][N:18]([C:16]([O:15][C:11]([CH3:12])([CH3:13])[CH3:14])=[O:17])[CH2:23][CH2:22]2)[cH:6][cH:7]1. Procedure details: The title compound was prepared according to the procedure described in Step 2 of EXAMPLE 7 using tert-butyl 4-{[(4-hydroxy-1,2-benzisoxazol-3-yl)oxy]methyl}piperidine-1-carboxylate (EXAMPLE 17, step 2) and methyl 1-(hydroxymethyl)cyclopentanecarboxylate (EXAMPLE 51, Step 1) instead of 4-(benzyloxy)-1,2-benzisoxazol-3-ol and tert-butyl 4-(2-hydroxyethyl)piperidine-1-carboxylate. The product is COC(=O)C1(CCCC1)COC1=CC=CC2=C1C(=NO2)OCC2CCN(CC2)C(=O)OC(C)(C)C (tert-Butyl 4-{[(4-{[1-(methoxycarbonyl)cyclopentyl]methoxy}-1,2-benzisoxazol-3-yl)oxy]methyl}-piperidine-1-carboxylate). The reactants are OC1=CC=CC2=C1C(=NO2)OCC2CCN(CC2)C(=O)OC(C)(C)C (tert-Butyl 4-{[(4-hydroxy-1,2-benzisoxazol-3-yl)oxy]methyl}piperidine-1-carboxylate), OCC1(CCCC1)C(=O)OC (methyl 1-(hydroxymethyl)cyclopentanecarboxylate), OCCC1CCN(CC1)C(=O)OC(C)(C)C (tert-butyl 4-(2-hydroxyethyl)piperidine-1-carboxylate). Reaction SMILES: [OH:1][C:2]1[C:7]2[C:8]([O:11][CH2:12][CH:13]3[CH2:18][CH2:17][N:16]([C:19]([O:21][C:22]([CH3:25])([CH3:24])[CH3:23])=[O:20])[CH2:15][CH2:14]3)=[N:9][O:10][C:6]=2[CH:5]=[CH:4][CH:3]=1.O[CH2:27][C:28]1([C:33]([O:35][CH3:36])=[O:34])[CH2:32][CH2:31][CH2:30][CH2:29]1.OCCC1CCN(C(OC(C)(C)C)=O)CC1>>[CH3:36][O:35][C:33]([C:28]1([CH2:27][O:1][C:2]2[C:7]3[C:8]([O:11][CH2:12][CH:13]4[CH2:14][CH2:15][N:16]([C:19]([O:21][C:22]([CH3:25])([CH3:24])[CH3:23])=[O:20])[CH2:17][CH2:18]4)=[N:9][O:10][C:6]=3[CH:5]=[CH:4][CH:3]=2)[CH2:32][CH2:31][CH2:30][CH2:29]1)=[O:34]. The reactants are CN (methylamine), BrC=1C=C(C(=O)O)C=C(C1)[N+](=O)[O-] (3-bromo-5-nitrobenzoic acid), C(C(=O)Cl)(=O)Cl (oxalyl chloride), acid chloride. Reagents/catalysts: CN(C)C=O (DMF). Run in C1CCOC1 (THF), C(Cl)Cl (CH2Cl2). Run at time 2 hour. The product is BrC=1C=C(C(=O)NC)C=C(C1)[N+](=O)[O-] (3-bromo-N-methyl-5-nitrobenzamide). As a reaction SMILES: [Br:1][C:2]1[CH:3]=[C:4]([CH:8]=[C:9]([N+:11]([O-:13])=[O:12])[CH:10]=1)[C:5](O)=[O:6].C(Cl)(=O)C(Cl)=O.[CH3:20][NH2:21]>C(Cl)Cl.CN(C=O)C.C1COCC1>[Br:1][C:2]1[CH:3]=[C:4]([CH:8]=[C:9]([N+:11]([O-:13])=[O:12])[CH:10]=1)[C:5]([NH:21][CH3:20])=[O:6]. Procedure: To a solution of 3-bromo-5-nitrobenzoic acid (17.7 g) and oxalyl chloride (2 equiv.) in 250 mL of anhydrous CH2Cl2 was added a few drops of DMF, and the mixture was stirred for 2 hrs at room temperature. It was concentrated in vacuo, then reconcentrated in vacuo twice from 400 mL of toluene to remove excess oxalyl chloride. The residue was dissolved in 100 mL of anhydrous THF. In a separated flask methylamine (3 equiv.) was dissolved in 100 ml of anhydrous THF and cooled to 0° C. Then the acid c...